From a dataset of the Open Reaction Database (ORD), a public repository of structured organic reaction records. describe an organic reaction: reactants, conditions, products, and yield The reactants are CC(C=C)(CCCC(CCCC(C)C)C)O (3,7,11-trimethyl-1-dodecen-3-ol), P(Br)(Br)Br (phosphorus tribromide), O (water). Reagents/catalysts: N1=CC=CC=C1 (pyridine). Run in CCCCCC (hexane). Reaction conditions: temperature 0 celsius, time 2 hour. Product: BrCC=C(CCCC(CCCC(C)C)C)C (1-bromo-3,7,11-trimethyl-2-dodecene). Yield: 189.9%. As a reaction SMILES: [CH3:1][C:2](O)([CH2:5][CH2:6][CH2:7][CH:8]([CH3:15])[CH2:9][CH2:10][CH2:11][CH:12]([CH3:14])[CH3:13])[CH:3]=[CH2:4].P(Br)(Br)[Br:18].O>CCCCCC.N1C=CC=CC=1>[Br:18][CH2:4][CH:3]=[C:2]([CH3:1])[CH2:5][CH2:6][CH2:7][CH:8]([CH3:15])[CH2:9][CH2:10][CH2:11][CH:12]([CH3:14])[CH3:13]. Procedure: In 300 ml of hexane were dissolved 50 g of 3,7,11-trimethyl-1-dodecen-3-ol and 0.87 g of pyridine, and 30.8 g of phosphorus tribromide was added dropwise to the solution at 0° to -10° C. After 2 hours of stirring at 0° C., the reaction mixture was poured into water and extracted with hexane. The hexane layer was successively washed with aqueous sodium hydrogen carbonate and aqueous sodium chloride and dried over anhydrous magnesium sulfate. The solvent was distilled off to give 62.5 g of crude 1...